Dataset: the Open Reaction Database (ORD), a public repository of structured organic reaction records. Task: describe an organic reaction: reactants, conditions, products, and yield The yield is 49.0%. Solvent: ice water, CS(=O)C (DMSO), CS(=O)C (DMSO). RXN SMILES: [IH:1].[Cl:2][C:3]1[C:4](N)=[C:5]2[C:10](=[CH:11][CH:12]=1)[O:9][CH:8]([C:13]([F:16])([F:15])[F:14])[C:7]([C:17]([O:19][CH2:20][CH3:21])=[O:18])=[CH:6]2.N([O-])=O.[K+].C(=O)([O-])[O-].[K+].[K+]>CS(C)=O>[Cl:2][C:3]1[C:4]([I:1])=[C:5]2[C:10](=[CH:11][CH:12]=1)[O:9][CH:8]([C:13]([F:16])([F:15])[F:14])[C:7]([C:17]([O:19][CH2:20][CH3:21])=[O:18])=[CH:6]2 |f:2.3,4.5.6|. Procedure: To a solution of 47% aqueous HI (11 mL, 59 mmol) dissolved in DMSO (11 mL) was added dropwise at 35° C. a solution of ethyl 6-chloro-5-amino-2-(trifluoromethyl)-2H-chromene-3-carboxylate (3.8 g, 11.8 mmol) in a mixture of 11 mL of DMSO and potassium nitrite (1.63 g, 23.6 mmol) with stirring. The resulted mixture was stirred at 35° C. for 15 min, and then it was transferred into 150 mL of a solution of potassium carbonate (10 g) in ice water. The product was extracted with ethyl acetate. The comb... Yields the product ClC=1C(=C2C=C(C(OC2=CC1)C(F)(F)F)C(=O)OCC)I (Ethyl 6-chloro-5-Iodo-2-(trifluoromethyl)-2H-chromene-3-carboxylate). The reactants are solution, I (HI), ClC=1C(=C2C=C(C(OC2=CC1)C(F)(F)F)C(=O)OCC)N (ethyl 6-chloro-5-amino-2-(trifluoromethyl)-2H-chromene-3-carboxylate), C([O-])([O-])=O.[K+].[K+] (potassium carbonate), N(=O)[O-].[K+] (potassium nitrite). Reactants: BrC=1OC2=C(C1C=1C=C(C=CC1)CC(=O)O)C=C(C=C2)Cl (3-(2-bromo-5-chloro-3-benzofuranyl)phenylacetic acid), C1CCCCC1 (cyclohexane), [N+](=O)([N+](=O)[O-])[O-] (dinitrogen tetroxide). Solvent: C(Cl)(Cl)Cl (chloroform). Reaction conditions: time 20 hour. Product: ClC=1C=CC2=C(C(=C(O2)[N+](=O)[O-])C=2C=C(C=CC2)CC(=O)O)C1 (3-(5-chloro-2-nitro-3-benzofuranyl)phenylacetic acid). RXN SMILES: Br[C:2]1[O:3][C:4]2[CH:20]=[CH:19][C:18]([Cl:21])=[CH:17][C:5]=2[C:6]=1[C:7]1[CH:8]=[C:9]([CH2:13][C:14]([OH:16])=[O:15])[CH:10]=[CH:11][CH:12]=1.C1CCCCC1.[N+:28]([O-:33])([N+]([O-])=O)=[O:29]>C(Cl)(Cl)Cl>[Cl:21][C:18]1[CH:19]=[CH:20][C:4]2[O:3][C:2]([N+:28]([O-:33])=[O:29])=[C:6]([C:7]3[CH:8]=[C:9]([CH2:13][C:14]([OH:16])=[O:15])[CH:10]=[CH:11][CH:12]=3)[C:5]=2[CH:17]=1. Procedure: A solution of 3-(2-bromo-5-chloro-3-benzofuranyl)phenylacetic acid in chloroform with 1.5 equivalents of cyclohexane is treated with 1.5 equivalents of dinitrogen tetroxide and stirred for about 20 hours at room temperature. The mixture is washed with water, extracted with saturated sodium bicarbonate solution, then the aqueous extracts are acidified. The mixture is extracted with dichloromethane, which is dried and concentrated. The residue is recrystallized from a mixture of benzene and hexane... Starting materials: OCCN1[CH-]OCC1=O (N-hydroxyethyl-oxazolidone), CN1C(CCCCC1)=O (N-methylcaprolactam). The product is CN1C(CCCCC1)=O (N-methylcaprolactam), CN1[CH-]OCC1=O (N-methyloxazolidone). Reaction SMILES: [CH3:1][N:2]1[CH2:8][CH2:7][CH2:6][CH2:5][CH2:4][C:3]1=[O:9].OC[CH2:12][N:13]1[C:17](=[O:18])[CH2:16][O:15][CH-:14]1>>[CH3:1][N:2]1[CH2:8][CH2:7][CH2:6][CH2:5][CH2:4][C:3]1=[O:9].[CH3:12][N:13]1[C:17](=[O:18])[CH2:16][O:15][CH-:14]1. Procedure: A mercerised cotton fabric is padded with a dyeing liquor which contains, per liter, 30 g of the direct dyestuff C.I. No. 35,780 and 100 g of N-methylcaprolactam, squeezed off to a liquor pick-up of 80% and then dried for 2 minutes at 150°. It is then rinsed. A deep red dyeing is obtained. Comparably good results are obtained if instead of N-methylcaprolactam 100 g of N-hydroxyethyl-oxazolidone per liter or 150 g of N-methyloxazolidone per liter are used. Yield: 0.6%. Run in O (water), O (water), CCOC(=O)C (EtOAc). The product is C(C)(C)(C)C=1C=C(C=CC1)NC(C1=C(N=CC=C1)C1=CC(=CC=C1)F)=O (N-(3-tert-butylphenyl)-2-(3-fluorophenyl)nicotinamide). Conditions: temperature 90 celsius. Reaction SMILES: [C:1]([C:5]1[CH:6]=[C:7]([NH:11][C:12](=[O:20])[C:13]2[CH:18]=[CH:17][CH:16]=[N:15][C:14]=2Cl)[CH:8]=[CH:9][CH:10]=1)([CH3:4])([CH3:3])[CH3:2].[F:21][C:22]1[CH:23]=[C:24](B(O)O)[CH:25]=[CH:26][CH:27]=1.C1(C)C=CC=CC=1.C(=O)([O-])[O-].[K+].[K+]>O.CCOC(C)=O.C1C=CC([P]([Pd]([P](C2C=CC=CC=2)(C2C=CC=CC=2)C2C=CC=CC=2)([P](C2C=CC=CC=2)(C2C=CC=CC=2)C2C=CC=CC=2)[P](C2C=CC=CC=2)(C2C=CC=CC=2)C2C=CC=CC=2)(C2C=CC=CC=2)C2C=CC=CC=2)=CC=1>[C:1]([C:5]1[CH:6]=[C:7]([NH:11][C:12](=[O:20])[C:13]2[CH:18]=[CH:17][CH:16]=[N:15][C:14]=2[C:26]2[CH:25]=[CH:24][CH:23]=[C:22]([F:21])[CH:27]=2)[CH:8]=[CH:9][CH:10]=1)([CH3:4])([CH3:3])[CH3:2] |f:3.4.5,^1:54,56,75,94|. Reactants: C(C)(C)(C)C=1C=C(C=CC1)NC(C1=C(N=CC=C1)Cl)=O (N-(3-tert-butylphenyl)-2-chloronicotinamide), FC=1C=C(C=CC1)B(O)O (3-fluorophenylboronic acid), C1(=CC=CC=C1)C (toluene), C([O-])([O-])=O.[K+].[K+] (potassium carbonate). The reagents and catalysts are C=1C=CC(=CC1)[P](C=2C=CC=CC2)(C=3C=CC=CC3)[Pd]([P](C=4C=CC=CC4)(C=5C=CC=CC5)C=6C=CC=CC6)([P](C=7C=CC=CC7)(C=8C=CC=CC8)C=9C=CC=CC9)[P](C=1C=CC=CC1)(C=1C=CC=CC1)C=1C=CC=CC1 (tetrakis(triphenylphosphine)palladium(0)). Procedure: To a mixture of N-(3-tert-butylphenyl)-2-chloronicotinamide (570.2 mg, 2 mmol), 3-fluorophenylboronic acid (401.2 mg, 2.8 mmol), 3 mL of toluene, and 1 mL of 2 N potassium carbonate in water was added tetrakis(triphenylphosphine)palladium(0) (234.5 mg, 0.2 mmol). The mixture was then heated at 90° C. for 3 hour under nitrogen, before it was cooled down to room temperature. The reaction mixture was then diluted with 30 mL of water and 150 mL of EtOAc. The organic layer was separated, washed with ... Starting materials: C=CCN(CC=C)S(=O)(=O)c1ccc(C)cc1, ClCCl. Yields the product Cc1ccc(S(=O)(=O)N2C=CCC2)cc1. RXN SMILES: [CH3:1][c:2]1[cH:3][cH:4][c:5]([S:8](=[O:9])(=[O:10])[N:11]([CH2:12][CH:13]=[CH2:14])[CH2:15][CH:16]=[CH2:17])[cH:6][cH:7]1.[Cl:18][CH2:19][Cl:20]>>[CH3:1][c:2]1[cH:3][cH:4][c:5]([S:8](=[O:9])(=[O:10])[N:11]2[CH:12]=[CH:17][CH2:16][CH2:15]2)[cH:6][cH:7]1. Starting materials: O1C(C1)COC1=CC=C(C=C1)C(CCCC1=CC=CC=C1)OC1OCCCC1 (2-{1-[4-(Oxiran-2-ylmethoxy)phenyl]-4-phenylbutoxy}tetrahydropyran), BrC1=CC=C(C=C1)O (4-bromophenol). The solvent is CN(C)C=O (DMF). Yields the product BrC1=CC=C(OCC(COC2=CC=C(C=C2)C(CCCC2=CC=CC=C2)OC2OCCCC2)O)C=C1 (1-(4-Bromophenoxy)-3-{4-[4-phenyl-1-(tetrahydropyran-2-yloxy)butyl]phenoxy}propan-2-ol). Isolated yield 65.1%. As a reaction SMILES: [O:1]1[CH2:3][CH:2]1[CH2:4][O:5][C:6]1[CH:11]=[CH:10][C:9]([CH:12]([O:22][CH:23]2[CH2:28][CH2:27][CH2:26][CH2:25][O:24]2)[CH2:13][CH2:14][CH2:15][C:16]2[CH:21]=[CH:20][CH:19]=[CH:18][CH:17]=2)=[CH:8][CH:7]=1.[Br:29][C:30]1[CH:35]=[CH:34][C:33]([OH:36])=[CH:32][CH:31]=1>CN(C=O)C>[Br:29][C:30]1[CH:35]=[CH:34][C:33]([O:36][CH2:3][CH:2]([OH:1])[CH2:4][O:5][C:6]2[CH:7]=[CH:8][C:9]([CH:12]([O:22][CH:23]3[CH2:28][CH2:27][CH2:26][CH2:25][O:24]3)[CH2:13][CH2:14][CH2:15][C:16]3[CH:17]=[CH:18][CH:19]=[CH:20][CH:21]=3)=[CH:10][CH:11]=2)=[CH:32][CH:31]=1. Procedure: A mixture of the crude product (5.5 g) of Step 2, 4-bromophenol (5.2 g) and 2 drops of Triton B in 30 mL of DMF was heated for 8 hrs. in a 160° C. oil bath. The mixture was then cooled to r.t., quenched with 100 mL of 2N NaOH, and extracted with 200 mL of Et2O. The extract was dried over NaSO4 and concentrated. The crude product was purified by flash chromatography eluted with 2.5:1 Hexane/EtOAc to give 5.2 g of the title compound. Reactants: C(C)(C)(C)[C@H]1O[C@H](C(O1)=O)C1=CC=CC=C1 ((2S,5S)-2-(t-butyl)-5-phenyl-1,3-dioxolan-4-one), [Cl-].[NH4+] (ammonium chloride), C1=CC=C(C=C1)N(S(=O)(=O)C(F)(F)F)S(=O)(=O)C(F)(F)F (N-phenyltrifluoromethanesulfonimide), [OH-].[Na+] (sodium hydroxide), C(C)(C)[N-]C(C)C.[Li+] (lithium diisopropylamide), C(C)(=O)[O-].[Na+] (sodium acetate), [H][H] (hydrogen), C1(CCCC1)=O (cyclopentanone). The reagents and catalysts are [Pd] (palladium-on-carbon). Run in CO (methanol), O1CCCC1 (tetrahydrofuran), CO (methanol), O1CCCC1 (tetrahydrofuran), CCCCCC (hexane). Conditions: time 30 minute. Product: C1(CCCC1)[C@](C(=O)O)(C1=CC=CC=C1)O ((2R)-2-cyclopentyl-2-hydroxy-2-phenylacetic acid). RXN SMILES: C([C@@H]1[O:9][C:8](=[O:10])[C@H:7]([C:11]2[CH:16]=[CH:15][CH:14]=[CH:13][CH:12]=2)[O:6]1)(C)(C)C.C([N-]C(C)C)(C)C.[Li+].[C:25]1(=O)[CH2:29][CH2:28][CH2:27][CH2:26]1.C1C=CC(N(S(C(F)(F)F)(=O)=O)S(C(F)(F)F)(=O)=O)=CC=1.[Cl-].[NH4+].C([O-])(=O)C.[Na+].[H][H].[OH-].[Na+]>O1CCCC1.CO.[Pd].CCCCCC>[CH:25]1([C@@:7]([OH:6])([C:11]2[CH:12]=[CH:13][CH:14]=[CH:15][CH:16]=2)[C:8]([OH:9])=[O:10])[CH2:29][CH2:28][CH2:27][CH2:26]1 |f:1.2,5.6,7.8,10.11|. Reported procedure: To a solution of 293 mg of (2S,5S)-2-(t-butyl)-5-phenyl-1,3-dioxolan-4-one, which had been synthesized following the method of D. Seebach, et al. [Tetrahedron, Vol. 40, pp. 1313-1324 (1984)], in 10 ml of tetrahydrofuran, 1.0 ml of a hexane solution of 1.5 M lithium diisopropylamide was added dropwise at -78° C., followed by 30 minutes' stirring, addition of 0.15 ml of cyclopentanone, 1 hour's stirring at the same temperature and then addition of a solution of 510 mg of N-phenyltrifluoromethanesu...